This data is from the Open Reaction Database (ORD), a public repository of structured organic reaction records. The task is: describe an organic reaction: reactants, conditions, products, and yield The reactants are ice, Cl.NCC#N (aminoacetonitrile hydrochloride), CCN(C(C)C)C(C)C (DIPEA), C(C(=O)Cl)(=O)Cl (oxalylchloride), C(=O)(O)C1=CC=C(C=C1)B(O)O (4-carboxyphenylboronic acid). The solvent is CN(C)C=O (DMF), CN(C)C=O (DMF), ClCCl (dichloromethane). Conditions: time 16 hour. The product is C(#N)CNC(=O)C1=CC=C(C=C1)B(O)O (4-(cyanomethylcarbamoyl)phenylboronic acid). Yield: 87.3%. As a reaction SMILES: [C:1]([C:4]1[CH:9]=[CH:8][C:7]([B:10]([OH:12])[OH:11])=[CH:6][CH:5]=1)([OH:3])=O.C(Cl)(=O)C(Cl)=O.Cl.[NH2:20][CH2:21][C:22]#[N:23].CCN(C(C)C)C(C)C>CN(C=O)C.ClCCl>[C:21]([CH2:22][NH:23][C:1]([C:4]1[CH:9]=[CH:8][C:7]([B:10]([OH:12])[OH:11])=[CH:6][CH:5]=1)=[O:3])#[N:20] |f:2.3|. Procedure details: To a suspension of 4-carboxyphenylboronic acid (5.0 g, 30 mmol) in DMF (5 mL) and dichloromethane (200 mL) at 0° C. was added oxalylchloride (5.9 mL, 66 mmol) dropwise. When gas evolution slowed, the ice bath was removed and the reaction allowed to warm to room temperature over 30 min. The reaction was then heated at 40° C. for three hours by which time all solids had dissolved. The dichloromethane was removed by distillation and the DMF solution cooled to 0° C. A solution of aminoacetonitrile h... Reactants: CCO, Cc1ccccc1, Cl, N#Cc1ccc(F)cc1N1CCCCC1=O, O. Product: Cl, NCc1ccc(F)cc1N1CCCCC1=O. Reaction SMILES: [CH3:17][CH2:18][OH:19].[CH3:21][c:22]1[cH:23][cH:24][cH:25][cH:26][cH:27]1.[ClH:20].[F:1][c:2]1[cH:3][c:4]([N:10]2[C:11](=[O:16])[CH2:12][CH2:13][CH2:14][CH2:15]2)[c:5]([C:6]#[N:7])[cH:8][cH:9]1.[OH2:28]>>[ClH:20].[F:1][c:2]1[cH:3][c:4]([N:10]2[C:11](=[O:16])[CH2:12][CH2:13][CH2:14][CH2:15]2)[c:5]([CH2:6][NH2:7])[cH:8][cH:9]1. The reactants are C[Si](C)(C)Br (Trimethylsilyl bromide), N(=O)OC(C)(C)C (t-butyl nitrite), NC=1SC2=C(NC(=NC2=O)SCCCCC)N1 (2-amino-5-(pentylthio)thiazolo[4,5-d]pyrimidin-7(4H)-one), product. The solvent is C(C)#N (acetonitrile). Conditions: time 30 minute. Product: BrC=1SC2=C(NC(=NC2=O)SCCCCC)N1 (2-Bromo-5-(pentylthio)thiazolo[4,5-d]pyrimidin-7(4H)-one). As a reaction SMILES: C[Si]([Br:5])(C)C.N(OC(C)(C)C)=O.N[C:14]1[S:15][C:16]2[C:21](=[O:22])[N:20]=[C:19]([S:23][CH2:24][CH2:25][CH2:26][CH2:27][CH3:28])[NH:18][C:17]=2[N:29]=1>C(#N)C>[Br:5][C:14]1[S:15][C:16]2[C:21](=[O:22])[N:20]=[C:19]([S:23][CH2:24][CH2:25][CH2:26][CH2:27][CH3:28])[NH:18][C:17]=2[N:29]=1. Reported procedure: Trimethylsilyl bromide (0.44 mL) was added slowly to a solution at 0° C. under nitrogen of us t-butyl nitrite (0.42 mL) in acetonitrile (2 mL). After 30 minute at 0° C., 2-amino-5-(pentylthio)thiazolo[4,5-d]pyrimidin-7(4H)-one (0.5 g) (product of Example 10) was added. The yield is 74.0%. Yields the product Cl.C(#N)C=1C=CC2=C(CN([C@@H](CN2CC2=CN=CN2C)CC2=CC=CC=C2)S(=O)(=O)C)C1 ((R)-7-Cyano-2,3,4,5-tetrahydro-1-[(1-methyl-1H-imidazol-5-yl)methyl]-4-(methylsulfonyl)-3-(phenylmethyl)-1H-1,4-benzodiazepine, monohydrochloride). Reaction conditions: time 3 hour. Starting materials: CCN(C(C)C)C(C)C (DIEA), C(#N)C=1C=CC2=C(CN([C@@H](CN2CC=2N=CN(C2)C(=O)OC(C)(C)C)CC2=CC=CC=C2)S(=O)(=O)C)C1 ((R)-7-cyano-2,3,4,5-tetrahydro-1-[(((1,1-dimethylethoxy)carbonyl)-1H-imidazol-4-yl)methyl]-4-(methylsuIfonyl)-3-(phenylmethyl)-1H-1,4-benzodiazepine), C(#N)C=1C=CC2=C(CN([C@@H](CN2CC=2N=CN(C2)C(=O)OC(C)(C)C)CC2=CC=CC=C2)S(=O)(=O)C)C1 ((R)-7-cyano-2,3,4,5-tetrahydro-1-[(((1,1-dimethylethoxy)carbonyl)-1H-imidazol-4-yl)methyl]-4-(methylsuIfonyl)-3-(phenylmethyl)-1H-1,4-benzodiazepine), O(S(=O)(=O)C(F)(F)F)C (methyl triflate), C(Cl)Cl (methylene chloride). Procedure details: To a solution of 200 mg (0.38 mmol) of (R)-7-cyano-2,3,4,5-tetrahydro-1-[(((1,1-dimethylethoxy)carbonyl)-1H-imidazol-4-yl)methyl]-4-(methylsuIfonyl)-3-(phenylmethyl)-1H-1,4-benzodiazepine (prepared from Example 224 as described for Compound A of Example 225) in 2 mL of methylene chloride, at −78° C. and under argon, was added dropwise 59 μL (0.48 mmol) of methyl triflate. The reaction was allowed to warm to rt, during which time a white precipitate was obtained. Stirring was continued at rt for ... RXN SMILES: [C:1]([C:3]1[CH:4]=[CH:5][C:6]2[N:12]([CH2:13][C:14]3[N:15]=[CH:16][N:17](C(OC(C)(C)C)=O)[CH:18]=3)[CH2:11][C@@H:10]([CH2:26][C:27]3[CH:32]=[CH:31][CH:30]=[CH:29][CH:28]=3)[N:9]([S:33]([CH3:36])(=[O:35])=[O:34])[CH2:8][C:7]=2[CH:37]=1)#[N:2].O(C)S([C:42](F)(F)F)(=O)=O.CCN(C(C)C)C(C)C.C(Cl)[Cl:57]>>[ClH:57].[C:1]([C:3]1[CH:4]=[CH:5][C:6]2[N:12]([CH2:13][C:14]3[N:15]([CH3:42])[CH:16]=[N:17][CH:18]=3)[CH2:11][C@@H:10]([CH2:26][C:27]3[CH:28]=[CH:29][CH:30]=[CH:31][CH:32]=3)[N:9]([S:33]([CH3:36])(=[O:34])=[O:35])[CH2:8][C:7]=2[CH:37]=1)#[N:2] |f:4.5|. Product: SC=1NC(C2=C(N1)C(CC2)OC)=O (6,7-Dihydro-2-mercapto-7-methoxy-3H,5H-cyclopenta[d]pyrimidin-4-one). Reported procedure: 3.44 g of methyl 3-methoxy-2-oxocyclopentane-1-carboxylate [prepared as described in step (b) above] and 1.52 g of thiourea were dissolved in 20 ml of ethanol. A solution of 1.4 g of potassium hydroxide in 10 ml of water was then added to the resulting solution, and the mixture was heated under reflux for 3 hours, after which it was cooled to room temperature. 4 ml of concentrated aqueous hydrochloric acid were added to the mixture, and the crystals which precipitated were collected by filtratio... Yield: 41.4%. RXN SMILES: [CH3:1][O:2][CH:3]1[CH2:7][CH2:6][CH:5]([C:8]([O:10]C)=O)[C:4]1=O.[NH2:13][C:14]([NH2:16])=[S:15].[OH-].[K+].Cl>C(O)C.O>[SH:15][C:14]1[NH:16][C:8](=[O:10])[C:5]2[CH2:6][CH2:7][CH:3]([O:2][CH3:1])[C:4]=2[N:13]=1 |f:2.3|. Run in O (water), C(C)O (ethanol). Starting materials: [OH-].[K+] (potassium hydroxide), Cl (hydrochloric acid), COC1C(C(CC1)C(=O)OC)=O (Methyl 3-methoxy-2-oxocyclopentane-1-carboxylate), NC(=S)N (thiourea). The reactants are BrC=1C(=C2CC[C@@H](N(C2=CC1)C(=O)C1CC1)C)OC1=CC=CC=C1 ((S)-(6-bromo-2-methyl-5-phenoxy-3,4-dihydroquinolin-1(2H)-yl)(cyclopropyl)methanone), CN(C=O)C (N,N-dimethylformamide), C(C)(=O)OCC (ethyl acetate). The reagents and catalysts are C=1C=CC(=CC1)[P](C=2C=CC=CC2)(C=3C=CC=CC3)[Pd]([P](C=4C=CC=CC4)(C=5C=CC=CC5)C=6C=CC=CC6)([P](C=7C=CC=CC7)(C=8C=CC=CC8)C=9C=CC=CC9)[P](C=1C=CC=CC1)(C=1C=CC=CC1)C=1C=CC=CC1 (tetrakis(triphenylphosphine)palladium), [C-]#N.[Zn+2].[C-]#N (zinc cyanide). Conditions: temperature 160 celsius. Yields the product C1(CC1)C(=O)N1[C@H](CCC2=C(C(=CC=C12)C#N)OC1=CC=CC=C1)C ((5)-1-(cyclopropanecarbonyl)-2-methyl-5-phenoxy-1,2,3,4-tetrahydroquinoline-6-carbonitrile). Isolated yield 32.0%. Reaction SMILES: Br[C:2]1[C:3]([O:18][C:19]2[CH:24]=[CH:23][CH:22]=[CH:21][CH:20]=2)=[C:4]2[C:9](=[CH:10][CH:11]=1)[N:8]([C:12]([CH:14]1[CH2:16][CH2:15]1)=[O:13])[C@@H:7]([CH3:17])[CH2:6][CH2:5]2.C(OCC)(=O)C.[CH3:31][N:32](C)C=O>C1C=CC([P]([Pd]([P](C2C=CC=CC=2)(C2C=CC=CC=2)C2C=CC=CC=2)([P](C2C=CC=CC=2)(C2C=CC=CC=2)C2C=CC=CC=2)[P](C2C=CC=CC=2)(C2C=CC=CC=2)C2C=CC=CC=2)(C2C=CC=CC=2)C2C=CC=CC=2)=CC=1.[C-]#N.[Zn+2].[C-]#N>[CH:14]1([C:12]([N:8]2[C:9]3[C:4](=[C:3]([O:18][C:19]4[CH:20]=[CH:21][CH:22]=[CH:23][CH:24]=4)[C:2]([C:31]#[N:32])=[CH:11][CH:10]=3)[CH2:5][CH2:6][C@@H:7]2[CH3:17])=[O:13])[CH2:16][CH2:15]1 |f:4.5.6,^1:39,41,60,79|. Procedure details: A mixture of (S)-(6-bromo-2-methyl-5-phenoxy-3,4-dihydroquinolin-1(2H)-yl)(cyclopropyl)methanone (0.100 g, 0.26 mmol), tetrakis(triphenylphosphine)palladium (O) (0.30 g, 0.03 mmol), and zinc cyanide (0.036 g, 0.31 mmol) in N,N-dimethylformamide (2 mL) was heated with microwave irradiation for 30 min at 160° C. The reaction mixture was cooled to room temperature, poured into ethyl acetate (10 mL), washed with water (3×2 mL), dried over anhydrous sodium sulfate, filtered, and concentrated under va... Starting materials: C=CC(=O)OC, C[SiH](C)OC(Cc1ccc(Br)cc1)C(C)(C)C, ClCCl, CN(C)CCN(C)C, CC(=O)[O-], CC(=O)[O-], [Pd+2], c1ccc(P(c2ccccc2)c2ccccc2)cc1. The product is COC(=O)C=Cc1ccc(CC(O[SiH](C)C)C(C)(C)C)cc1. As a reaction SMILES: [C:18]([CH:19]=[CH2:20])(=[O:21])[O:22][CH3:23].[C:1]([CH3:2])([CH3:3])([CH3:4])[CH:5]([CH2:6][c:7]1[cH:8][cH:9][c:10]([Br:13])[cH:11][cH:12]1)[O:14][SiH:15]([CH3:16])[CH3:17].[CH2:60]([Cl:61])[Cl:62].[CH3:43][N:44]([CH2:45][CH2:46][N:47]([CH3:48])[CH3:49])[CH3:50].[O-:52][C:53]([CH3:54])=[O:55].[O-:56][C:57]([CH3:58])=[O:59].[Pd+2:51].[c:24]1([P:25]([c:26]2[cH:27][cH:28][cH:29][cH:30][cH:31]2)[c:32]2[cH:33][cH:34][cH:35][cH:36][cH:37]2)[cH:38][cH:39][cH:40][cH:41][cH:42]1>>[C:1]([CH3:2])([CH3:3])([CH3:4])[CH:5]([CH2:6][c:7]1[cH:8][cH:9][c:10]([CH:20]=[CH:19][C:18](=[O:21])[O:22][CH3:23])[cH:11][cH:12]1)[O:14][SiH:15]([CH3:16])[CH3:17]. Reactants: BrC1=CC(=C(C=C1)NC(=O)C=1NC=C(N1)C#N)C1=CCC(CC1)(C)C (4-cyano-1H-imidazole-2-carboxylic acid [4-bromo-2-(4,4-dimethyl-cyclohex-1-enyl)-phenyl]-amide), CC1(OC(CC(C1)=O)(C)C)C (2,2,6,6-tetramethyl tetrahydropyran-4-one). Product: CC1(CC=C(CC1)C1=C(C=CC(=C1)C1(CC(OC(C1)(C)C)(C)C)O)NC(=O)C=1NC=C(N1)C#N)C (4-Cyano-1H-imidazole-2-carboxylic acid [2-(4,4-dimethyl-cyclohex-1-enyl)-4-(4-hydroxy-2,2,6,6-tetramethyl-tetrahydro-pyran-4-yl)-phenyl]-amide). As a reaction SMILES: Br[C:2]1[CH:7]=[CH:6][C:5]([NH:8][C:9]([C:11]2[NH:12][CH:13]=[C:14]([C:16]#[N:17])[N:15]=2)=[O:10])=[C:4]([C:18]2[CH2:23][CH2:22][C:21]([CH3:25])([CH3:24])[CH2:20][CH:19]=2)[CH:3]=1.[CH3:26][C:27]1([CH3:36])[CH2:32][C:31](=[O:33])[CH2:30][C:29]([CH3:35])([CH3:34])[O:28]1>>[CH3:24][C:21]1([CH3:25])[CH2:22][CH2:23][C:18]([C:4]2[CH:3]=[C:2]([C:31]3([OH:33])[CH2:30][C:29]([CH3:34])([CH3:35])[O:28][C:27]([CH3:36])([CH3:26])[CH2:32]3)[CH:7]=[CH:6][C:5]=2[NH:8][C:9]([C:11]2[NH:12][CH:13]=[C:14]([C:16]#[N:17])[N:15]=2)=[O:10])=[CH:19][CH2:20]1. Procedure: The title compound was prepared as described in Example 1, step (h) using 4-cyano-1H-imidazole-2-carboxylic acid [4-bromo-2-(4,4-dimethyl-cyclohex-1-enyl)-phenyl]-amide (as prepared in Example 1, step (g) and 2,2,6,6-tetramethyl tetrahydropyran-4-one (WO 2005012220). 1H-NMR (CD3OD; 400 MHz): δ 8.16 (d, 1H, J=8.4 Hz), 7.98 (s, 1H), 7.38 (dd, 1H, J=8.4, 2.0 Hz), 7.34 (d, 1H, J=2.0 Hz), 5.74 (br s, 1H), 2.32 (m, 2H), 2.08 (m, 2H), 1.87 (m, 4H), 1.56-1.58 (m, 8H), 1.56 (s, 6H), 1.21 (s, 6H). Starting materials: N1(CCNCC1)C(=O)C=1C=C2CCC(NC2=CC1)=O (6-(1-piperazinyl)carbonyl-3,4-dihydrocarbostyril), ClC(=O)OCC(C)C (isobutyl chloroformate), COC=1C=C(C(=O)O)C=CC1OC (3,4-dimethoxybenzoic acid), 1,8-diazabicyclo[5,4,0]undecene-7. Run in CN(C=O)C (dimethylformamide), CN(C=O)C (dimethylformamide). Conditions: time 30 minute. Yields the product COC=1C=C(C(=O)N2CCN(CC2)C(=O)C=2C=C3CCC(NC3=CC2)=O)C=CC1OC (6-[4-(3,4-dimethoxybenzoyl)-1-piperazinylcarbonyl]-3,4-dihydrocarbostyril). Isolated yield 42.4%. Reaction SMILES: [CH3:1][O:2][C:3]1[CH:4]=[C:5]([CH:9]=[CH:10][C:11]=1[O:12][CH3:13])[C:6]([OH:8])=O.ClC(OCC(C)C)=O.[N:22]1([C:28]([C:30]2[CH:31]=[C:32]3[C:37](=[CH:38][CH:39]=2)[NH:36][C:35](=[O:40])[CH2:34][CH2:33]3)=[O:29])[CH2:27][CH2:26][NH:25][CH2:24][CH2:23]1>CN(C)C=O>[CH3:1][O:2][C:3]1[CH:4]=[C:5]([CH:9]=[CH:10][C:11]=1[O:12][CH3:13])[C:6]([N:25]1[CH2:26][CH2:27][N:22]([C:28]([C:30]2[CH:31]=[C:32]3[C:37](=[CH:38][CH:39]=2)[NH:36][C:35](=[O:40])[CH2:34][CH2:33]3)=[O:29])[CH2:23][CH2:24]1)=[O:8]. Procedure details: Into 100 ml of dimethylformamide, 2.6 g of 3,4-dimethoxybenzoic acid and 1.65 g of 1,8-diazabicyclo[5,4,0]undecene-7 were added, then the outside of the reaction vessel was ice-cooled and stirring condition, 1.5 ml of isobutyl chloroformate was added dropwise. Then the reaction mixture was further stirred for 30 minutes, a solution of 2.6 g of 6-(1-piperazinyl)carbonyl-3,4-dihydrocarbostyril dissolved in 40 ml of dimethylformamide was added to the reaction mixture and stirred at a room temperatu... Reactants: ClC1=CC=C(C=C1)C1=NC=2C(=NC=CC2)N1 (2-(4-chlorophenyl)-3H-imidazo[4,5-b]pyridine), [H-].[Na+] (sodium hydride), BrCC(=O)OCC (Ethyl bromoacetate). Run in O (water), hexanes. Yields the product Cl.C(C)OC(CN1C(=NC2=NC=CC=C21)C2=CC=C(C=C2)Cl)=O (2-(4-Chlorophenyl)-1H-imidazo[4,5-b]pyridine-1-acetic acid ethyl ester hydrochloride). RXN SMILES: [H-].[Na+].[Cl:3][C:4]1[CH:9]=[CH:8][C:7]([C:10]2[NH:18][C:13]3=[N:14][CH:15]=[CH:16][CH:17]=[C:12]3[N:11]=2)=[CH:6][CH:5]=1.Br[CH2:20][C:21]([O:23][CH2:24][CH3:25])=[O:22]>O>[ClH:3].[CH2:24]([O:23][C:21](=[O:22])[CH2:20][N:11]1[C:12]2[C:13](=[N:14][CH:15]=[CH:16][CH:17]=2)[N:18]=[C:10]1[C:7]1[CH:8]=[CH:9][C:4]([Cl:3])=[CH:5][CH:6]=1)[CH3:25] |f:0.1,5.6|. Procedure details: Under a nitrogen flow, sodium hydride (1.76 g, 0.044 mole, 60% in oil) was washed with hexanes (~75 ml) and decanted. Dimethylformamide (150 ml) was added and the 2-(4-chlorophenyl)-3H-imidazo[4,5-b]pyridine (9.16 g, 0.04 mole) was added in portions. The reaction mixture was heated at 70°-85° C. for 11/2 hours. Ethyl bromoacetate (6.68 g, 0.04 mole) was added dropwise and the reaction mixture was allowed to stir at room temperature over the weekend. The reaction mixture was poured into water and...